Dataset: the Open Reaction Database (ORD), a public repository of structured organic reaction records. Task: describe an organic reaction: reactants, conditions, products, and yield Reactants: BrCC(=O)NC1[C@@H]2N(C(=C(CS2)CNC(C)=O)C(=O)O)C1=O (7-bromoacetylamino-3-acetylaminomethylceph-3-em-4-carboxylic acid), C([O-])([O-])=O.[K+].[K+] (potassium carbonate), ClC1=CC=C(OCC=2OC(=NN2)S)C=C1 (2-(4-chlorophenoxymethyl)-5-mercapto-1,3,4-oxadiazole), CN(C=O)C (dimethyl formamide). Run in CCOCC (ether). Run at time 8 hour. Yields the product ClC1=CC=C(OCC=2OC(=NN2)SC2[C@@H]3N(C(=C(C(S3)NC(C)=O)CNC(C)=O)C(=O)O)C2=O)C=C1 (7-[2-(4-chlorophenoxymethyl)-1,3,4-oxadiazole-5-ylthio]-acetamido-3-acetylaminomethylceph-3-em-4-carboxylic acid). Yield: 75.0%. Reaction SMILES: BrCC(N[CH:6]1[C:21](=[O:22])[N:8]2[C:9]([C:18]([OH:20])=[O:19])=[C:10]([CH2:13][NH:14][C:15](=[O:17])[CH3:16])[CH2:11][S:12][C@H:7]12)=O.[Cl:23][C:24]1[CH:37]=[CH:36][C:27]([O:28][CH2:29][C:30]2[O:31][C:32]([SH:35])=[N:33][N:34]=2)=[CH:26][CH:25]=1.C[N:39](C)[CH:40]=[O:41].[C:43](=O)([O-])[O-].[K+].[K+]>CCOCC>[Cl:23][C:24]1[CH:37]=[CH:36][C:27]([O:28][CH2:29][C:30]2[O:31][C:32]([S:35][CH:6]3[C:21](=[O:22])[N:8]4[C:9]([C:18]([OH:20])=[O:19])=[C:10]([CH2:13][NH:14][C:15](=[O:17])[CH3:16])[CH:11]([NH:39][C:40](=[O:41])[CH3:43])[S:12][C@H:7]34)=[N:33][N:34]=2)=[CH:26][CH:25]=1 |f:3.4.5|. Procedure details: 1.96 g. of 7-bromoacetylamino-3-acetylaminomethylceph-3-em-4-carboxylic acid and 1.45 g. of 2-(4-chlorophenoxymethyl)-5-mercapto-1,3,4-oxadiazole were dissolved in 20 ml. of anhydrous dimethyl formamide and 1.52 g. of calcinated potassium carbonate were added thereto. The reaction mixture was stirred at ambient temperature for 8 hours. 50 ml. of ether were added, the precipitate was filtered off and dissolved in 50 ml. of water. The pH of the solution was adjusted to 5 by adding some diluted sul... Reactants: CC(=O)N1CCC(c2nn(-c3ccccc3)c3cc(Cl)ccc23)CC1, Cl, O. Yields the product Clc1ccc2c(C3CCNCC3)nn(-c3ccccc3)c2c1. Reaction SMILES: [C:1](=[O:2])([CH3:3])[N:4]1[CH2:5][CH2:6][CH:7]([c:10]2[n:11][n:12](-[c:20]3[cH:21][cH:22][cH:23][cH:24][cH:25]3)[c:13]3[cH:14][c:15]([Cl:19])[cH:16][cH:17][c:18]23)[CH2:8][CH2:9]1.[ClH:26].[OH2:27]>>[NH:4]1[CH2:5][CH2:6][CH:7]([c:10]2[n:11][n:12](-[c:20]3[cH:21][cH:22][cH:23][cH:24][cH:25]3)[c:13]3[cH:14][c:15]([Cl:19])[cH:16][cH:17][c:18]23)[CH2:8][CH2:9]1. Starting materials: Cc1c(C(=O)Cl)cnn1-c1ccc(Cl)cc1, CN(CCO)C1CCN(c2ccc(N)cc2C#N)CC1. The product is Cc1c(C(=O)Nc2ccc(N3CCC(N(C)CCO)CC3)c(C#N)c2)cnn1-c1ccc(Cl)cc1. RXN SMILES: [Cl:1][c:2]1[cH:3][cH:4][c:5](-[n:8]2[n:9][cH:10][c:11]([C:14](=[O:15])[Cl:16])[c:12]2[CH3:13])[cH:6][cH:7]1.[NH2:17][c:18]1[cH:19][cH:20][c:21]([N:26]2[CH2:27][CH2:28][CH:29]([N:32]([CH3:33])[CH2:34][CH2:35][OH:36])[CH2:30][CH2:31]2)[c:22]([C:23]#[N:24])[cH:25]1>>[Cl:1][c:2]1[cH:3][cH:4][c:5](-[n:8]2[n:9][cH:10][c:11]([C:14](=[O:15])[NH:17][c:18]3[cH:19][cH:20][c:21]([N:26]4[CH2:27][CH2:28][CH:29]([N:32]([CH3:33])[CH2:34][CH2:35][OH:36])[CH2:30][CH2:31]4)[c:22]([C:23]#[N:24])[cH:25]3)[c:12]2[CH3:13])[cH:6][cH:7]1. Reactants: ClC1=CC=C(C=C1)C1=CC=2N=CN(C(C2S1)=O)C1=CC(=C(C=C1)OCC(C)(C)O)OC (6-(4-chlorophenyl)-3-(4-(2-hydroxy-2-methylpropoxy)-3-methoxyphenyl)thieno[3,2-d]pyrimidin-4(3H)-one), N1N=CN=C1 (1,2,4-triazole), C(C)(C)N(P(OCC1=CC=CC=C1)OCC1=CC=CC=C1)C(C)C (dibenzyl N,N-diisopropylphosphoramidite), OO (H2O2), O (water). Solvent: C(Cl)Cl (CH2Cl2), C(Cl)Cl (CH2Cl2). Conditions: time 2.5 hour. Yields the product P(=O)(OCC1=CC=CC=C1)(OCC1=CC=CC=C1)OC(COC1=C(C=C(C=C1)N1C=NC2=C(C1=O)SC(=C2)C2=CC=C(C=C2)Cl)OC)(C)C (Dibenzyl 1-(4-(6-(4-chlorophenyl)-4-oxothieno[3,2-d]pyrimidin-3(4H)-yl)-2-methoxyphenoxy)-2-methylpropan-2-yl Phosphate). The yield is 80.0%. Reaction SMILES: [Cl:1][C:2]1[CH:7]=[CH:6][C:5]([C:8]2[S:16][C:15]3[C:14](=[O:17])[N:13]([C:18]4[CH:23]=[CH:22][C:21]([O:24][CH2:25][C:26]([OH:29])([CH3:28])[CH3:27])=[C:20]([O:30][CH3:31])[CH:19]=4)[CH:12]=[N:11][C:10]=3[CH:9]=2)=[CH:4][CH:3]=1.N1C=NC=N1.C(N(C(C)C)[P:41]([O:50][CH2:51][C:52]1[CH:57]=[CH:56][CH:55]=[CH:54][CH:53]=1)[O:42][CH2:43][C:44]1[CH:49]=[CH:48][CH:47]=[CH:46][CH:45]=1)(C)C.[OH:61]O.O>C(Cl)Cl>[P:41]([O:29][C:26]([CH3:28])([CH3:27])[CH2:25][O:24][C:21]1[CH:22]=[CH:23][C:18]([N:13]2[C:14](=[O:17])[C:15]3[S:16][C:8]([C:5]4[CH:6]=[CH:7][C:2]([Cl:1])=[CH:3][CH:4]=4)=[CH:9][C:10]=3[N:11]=[CH:12]2)=[CH:19][C:20]=1[O:30][CH3:31])([O:42][CH2:43][C:44]1[CH:45]=[CH:46][CH:47]=[CH:48][CH:49]=1)([O:50][CH2:51][C:52]1[CH:53]=[CH:54][CH:55]=[CH:56][CH:57]=1)=[O:61]. Reported procedure: A suspension of 6-(4-chlorophenyl)-3-(4-(2-hydroxy-2-methylpropoxy)-3-methoxyphenyl)thieno[3,2-d]pyrimidin-4(3H)-one (Example 82) (3.00 g; 6.56 mmol), 1,2,4-triazole (1.36 g; 19.7 mmol) and dibenzyl N,N-diisopropylphosphoramidite (6.62 mL; 19.7 mmol) in 40 mL of CH2Cl2 was heated at reflux for 16 h. The solution was cooled to rt, 30% H2O2 in water (4.00 mL; 35.3 mmol) was added and the solution stirred at rt for 2.5 h. The solution was diluted with CH2Cl2, washed with 1M sodium metabisulfite, 1N...